Dataset: the Open Reaction Database (ORD), a public repository of structured organic reaction records. Task: describe an organic reaction: reactants, conditions, products, and yield The reactants are CCOC(=O)c1ccc(C(=C2CC3CCC(C2)N3CCc2ccccc2)c2ccccc2)cc1, CCOCC, CCOCC, CCO, Cl, Cl, [Na+], [OH-]. The product is O=C(O)c1ccc(C(=C2CC3CCC(C2)N3CCc2ccccc2)c2ccccc2)cc1. RXN SMILES: [CH2:1]([CH2:2][c:3]1[cH:4][cH:5][cH:6][cH:7][cH:8]1)[N:9]1[CH:10]2[CH2:11][C:12](=[C:17]([c:18]3[cH:19][cH:20][c:21]([C:22](=[O:23])[O:24][CH2:25][CH3:26])[cH:27][cH:28]3)[c:29]3[cH:30][cH:31][cH:32][cH:33][cH:34]3)[CH2:13][CH:14]1[CH2:15][CH2:16]2.[CH3:38][CH2:39][O:40][CH2:41][CH3:42].[CH3:44][CH2:45][O:46][CH2:47][CH3:48].[CH3:49][CH2:50][OH:51].[ClH:37].[ClH:43].[Na+:36].[OH-:35]>>[CH2:1]([CH2:2][c:3]1[cH:4][cH:5][cH:6][cH:7][cH:8]1)[N:9]1[CH:10]2[CH2:11][C:12](=[C:17]([c:18]3[cH:19][cH:20][c:21]([C:22](=[O:23])[OH:24])[cH:27][cH:28]3)[c:29]3[cH:30][cH:31][cH:32][cH:33][cH:34]3)[CH2:13][CH:14]1[CH2:15][CH2:16]2. The reactants are C(=O)(O)C1=CC2=NC=CC=C2O1 (2-carboxyfuro[3,2-b]pyridine), formula 32, 31, [O-]CC.[Na+] (sodium ethoxide). Run in C(C)O (ethanol). The product is O1C=CC2=NC=CC=C21 (furo[3,2-b]pyridine), Heterocyclic. Reaction SMILES: [O-]CC.[Na+].C([C:8]1[O:16][C:15]2[C:10](=[N:11][CH:12]=[CH:13][CH:14]=2)[CH:9]=1)(O)=O>C(O)C>[O:16]1[C:15]2[C:10](=[N:11][CH:12]=[CH:13][CH:14]=2)[CH:9]=[CH:8]1 |f:0.1|. Reported procedure: Reaction of 30 with ethyl bromoacetate in the presence of a non-nucleophilic base such as sodium hydride in a suitable organic solvent such as tetrahydrofuran gives a compound of formula 31. Treatment of 31 with base such as sodium ethoxide in ethanol, followed by thermolysis of the resulting 2-carboxyfuro[3,2-b]pyridine of formula 32 gives furo[3,2-b]pyridine of formula 33 ((see., Shiotani, S., and Moriata, H. J. Heterocyclic Chem., 23, 665 (1986)) Reactants: OC(CBr)c1ccc(Cl)cc1Cl, CCOCC, Fc1ccc(OCC2CCC=CO2)cc1. The product is Fc1ccc(OCC2CCCC(OC(CBr)c3ccc(Cl)cc3Cl)O2)cc1. Reaction SMILES: [Br:1][CH2:2][CH:3]([c:4]1[c:5]([Cl:11])[cH:6][c:7]([Cl:10])[cH:8][cH:9]1)[OH:12].[CH3:28][CH2:29][O:30][CH2:31][CH3:32].[F:13][c:14]1[cH:15][cH:16][c:17]([O:18][CH2:19][CH:20]2[O:21][CH:22]=[CH:23][CH2:24][CH2:25]2)[cH:26][cH:27]1>>[Br:1][CH2:2][CH:3]([c:4]1[c:5]([Cl:11])[cH:6][c:7]([Cl:10])[cH:8][cH:9]1)[O:12][CH:22]1[O:21][CH:20]([CH2:19][O:18][c:17]2[cH:16][cH:15][c:14]([F:13])[cH:27][cH:26]2)[CH2:25][CH2:24][CH2:23]1. Isolated yield 11.7%. Reagents/catalysts: [Pt](=O)=O (platinum(IV) oxide). Conditions: time 30 minute. Yields the product NC1=NC=C(C=C1O)F (2-amino-5-fluoro-pyridin-3-ol). Reported procedure: A suspension of sodium 5-fluoro-2-nitro-pyridin-3-olate (7.3 g) and platinum(IV) oxide (0.092 g) in ethanol (20 ml) at 25° C., was hydrogenated under 3.5 atm at 25° C. for 30 minutes. The resulting black suspension was filtered through a pad of Dicalite Speed Plus (Acros Chemicals) and hydrogen chloride 4M in dioxane (4.26 ml) was added to the filtrate. The suspension was filtered and concentrated to a black oil, which was triturated in diethyl ether, the precipitate was collected by filtration ... Reaction SMILES: [F:1][C:2]1[CH:3]=[C:4]([O-:11])[C:5]([N+:8]([O-])=O)=[N:6][CH:7]=1.[Na+]>C(O)C.[Pt](=O)=O>[NH2:8][C:5]1[C:4]([OH:11])=[CH:3][C:2]([F:1])=[CH:7][N:6]=1 |f:0.1|. Starting materials: FC=1C=C(C(=NC1)[N+](=O)[O-])[O-].[Na+] (sodium 5-fluoro-2-nitro-pyridin-3-olate). Solvent: C(C)O (ethanol). The reactants are C[Si]([N-][Si](C)(C)C)(C)C.[K+] (Potassium hexamethyldisilazide), ClC=1C=C(C=CC1Cl)C(C#N)CCCOC1CCOCC1 (2-(3,4-Dichloro-phenyl)-5-(tetrahydro-pyran-4-yloxy)-pentanenitrile), BrCCC(=O)OCC (ethyl 3-bromopropionate). Run in C1CCOC1 (THF), C1CCOC1 (THF). Run at time 1 hour. Product: C(C)OC(CCC(CCCOC1CCOCC1)(C1=CC(=C(C=C1)Cl)Cl)C#N)=O (4-Cyano-4-(3,4-dichlorophenyl)-7-(tetrahydropyran-4-yloxy)-heptanoic acid ethyl ester). Yield: 94.2%. As a reaction SMILES: C[Si](C)(C)[N-][Si](C)(C)C.[K+].[Cl:11][C:12]1[CH:13]=[C:14]([CH:19]([CH2:22][CH2:23][CH2:24][O:25][CH:26]2[CH2:31][CH2:30][O:29][CH2:28][CH2:27]2)[C:20]#[N:21])[CH:15]=[CH:16][C:17]=1[Cl:18].Br[CH2:33][CH2:34][C:35]([O:37][CH2:38][CH3:39])=[O:36]>C1COCC1>[CH2:38]([O:37][C:35](=[O:36])[CH2:34][CH2:33][C:19]([C:20]#[N:21])([C:14]1[CH:15]=[CH:16][C:17]([Cl:18])=[C:12]([Cl:11])[CH:13]=1)[CH2:22][CH2:23][CH2:24][O:25][CH:26]1[CH2:31][CH2:30][O:29][CH2:28][CH2:27]1)[CH3:39] |f:0.1|. Reported procedure: Potassium hexamethyldisilazide (0.5 M in toluene, 285 mL, 0.143 mol) was added dropwise to a solution of (4) (39 g, 0.119 mol) in THF (240 mL) under nitrogen and stirred at room temperature for 1 hour. A solution of ethyl 3-bromopropionate (22.8 mL, 0.178 mol, 1.5 eq) in THF (45 mL) was added to the reaction mixture all at once. After stirring at room temperature for 4 hours, the reaction was quenched with saturated NH4Cl solution (20 mL). The organic solution was dried over MgSO4, and solvent i... The reactants are OC1(CCCC2=C(C=C(C=C12)C)C)C (1-hydroxy-1,5,7-trimethyl-1,2,3,4-tetrahydronaphthalene), O.C1(=CC=C(C=C1)S(=O)(=O)O)C (p-toluenesulphonic acid monohydrate). Solvent: C1(=CC=CC=C1)C (toluene). The product is CC1=CCCC2=C(C=C(C=C12)C)C (1,5,7-Trimethyl-3,4-dihydronaphthalene). Isolated yield 85.0%. As a reaction SMILES: O[C:2]1([CH3:14])[C:11]2[C:6](=[C:7]([CH3:13])[CH:8]=[C:9]([CH3:12])[CH:10]=2)[CH2:5][CH2:4][CH2:3]1.O.C1(C)C=CC(S(O)(=O)=O)=CC=1>C1(C)C=CC=CC=1>[CH3:14][C:2]1[C:11]2[C:6](=[C:7]([CH3:13])[CH:8]=[C:9]([CH3:12])[CH:10]=2)[CH2:5][CH2:4][CH:3]=1 |f:1.2|. Procedure details: Following the procedure of Example 1, step 2, 26.64 g (0.140 mol) of 1-hydroxy-1,5,7-trimethyl-1,2,3,4-tetrahydronaphthalene in 300 ml of toluene was reacted with 0.30 g of p-toluenesulphonic acid monohydrate. Vacuum distillation yielded 20.49 g (85%) of the title product as a pale yellow liquid, b.p. 67°-70° C./0.12 mm of Hg. NMR δ(CDCl3) 2.04 (3H, m), 2.21-2.25 (2H, m), 2.25 (3H, s), 2.30 (3H, s), 2.66 (2H, t, J=8.1 Hz), 5.83 (1H, m), 6.87 (1H, s), 6.94 (1H, s). Reactants: ClC1=CC=C(C=C1)S(=O)(=O)N[C@@H]1[C@@H](CCCCC1)C(=O)N (cis-2-(4-chlorobenzenesulfonylamino)-cycloheptanecarboxylic acid amide), BrCC1=CC=C(C=C1)C(F)(F)F (1-bromomethyl-4-trifluoromethyl-benzene). Yields the product ClC1=CC=C(C=C1)S(=O)(=O)N([C@@H]1[C@@H](CCCCC1)C(=O)N)CC1=CC=C(C=C1)C(F)(F)F (cis-2-[(4-Chlorobenzenesulfonyl)-(4-trifluoromethyl-benzyl)-amino]-cycloheptanecarboxylic acid amide). The yield is 58.0%. Reaction SMILES: [Cl:1][C:2]1[CH:7]=[CH:6][C:5]([S:8]([NH:11][C@H:12]2[CH2:18][CH2:17][CH2:16][CH2:15][CH2:14][C@H:13]2[C:19]([NH2:21])=[O:20])(=[O:10])=[O:9])=[CH:4][CH:3]=1.Br[CH2:23][C:24]1[CH:29]=[CH:28][C:27]([C:30]([F:33])([F:32])[F:31])=[CH:26][CH:25]=1>>[Cl:1][C:2]1[CH:7]=[CH:6][C:5]([S:8]([N:11]([CH2:23][C:24]2[CH:25]=[CH:26][C:27]([C:30]([F:31])([F:32])[F:33])=[CH:28][CH:29]=2)[C@H:12]2[CH2:18][CH2:17][CH2:16][CH2:15][CH2:14][C@H:13]2[C:19]([NH2:21])=[O:20])(=[O:9])=[O:10])=[CH:4][CH:3]=1. Procedure: The titled compound (127 mg) was prepared in 58% yield from cis-2-(4-chlorobenzenesulfonylamino)-cycloheptanecarboxylic acid amide (150 mg, 0.45 mmol) and 1-bromomethyl-4-trifluoromethyl-benzene according to the N-alkylation procedure described in Example 11: 1H NMR (DMSO-d6) δ 7.80 (m, 2 H, J=8.0 Hz), 7.62 (m, 4 H), 7.52 (d, 2 H, J=8.0 Hz), 7.35 (s br, 1 H), 6.70 (s br, 1 H), 4.61 (AB2,2 H,Δv=20,Jab=104 Hz), 3.98 (m, 1 H), 2.80 (m, 1 H), 2.29 (m, 1 H), 1.74 (m, 2 H), 1.43 (m, 5 H), 1.22 (m, 2 H... Starting materials: [N+](=O)([O-])C=1C=C(C=CC1)C=CC(=O)C1=CC=CC=C1 (3-(3-nitrophenyl)-1-phenyl-2-propen-1-one), O1CCN(CC1)CCNC(\C=C(\C)/N)=O (N-(2-morpholinoethyl)-3-aminocrotonamide). The solvent is C1(=CC=CC=C1)C (toluene). Yields the product O1CCN(CC1)CCNC(=O)C=1C(=NC(=CC1C1=CC(=CC=C1)[N+](=O)[O-])C1=CC=CC=C1)C (3-(2-morpholinoethylcarbamoyl)-2-methyl-4-(3-nitrophenyl)-6-phenylpyridine). Isolated yield 31.2%. RXN SMILES: [N+:1]([C:4]1[CH:5]=[C:6]([CH:10]=[CH:11][C:12]([C:14]2[CH:19]=[CH:18][CH:17]=[CH:16][CH:15]=2)=O)[CH:7]=[CH:8][CH:9]=1)([O-:3])=[O:2].[O:20]1[CH2:25][CH2:24][N:23]([CH2:26][CH2:27][NH:28][C:29](=[O:34])/[CH:30]=[C:31](\[NH2:33])/[CH3:32])[CH2:22][CH2:21]1>C1(C)C=CC=CC=1>[O:20]1[CH2:21][CH2:22][N:23]([CH2:26][CH2:27][NH:28][C:29]([C:30]2[C:31]([CH3:32])=[N:33][C:12]([C:14]3[CH:19]=[CH:18][CH:17]=[CH:16][CH:15]=3)=[CH:11][C:10]=2[C:6]2[CH:7]=[CH:8][CH:9]=[C:4]([N+:1]([O-:3])=[O:2])[CH:5]=2)=[O:34])[CH2:24][CH2:25]1. Procedure: A mixture of 3-(3-nitrophenyl)-1-phenyl-2-propen-1-one (20 g) and N-(2-morpholinoethyl)-3-aminocrotonamide (21.9 g) in toluene (200 ml) was refluxed for 5 hours. After allowing to cool at ambient temperature, the reaction mixture was concentrated in vacuo. The residue was subjected to a column chromatography on silica gel eluting with a mixture of ethyl acetate and tetrahydrofuran (100:1 V/V). The fractions containing the object compound were combined and concentrated in vacuo. The residue was r... The reactants are C(C)(C)(C)OC(=O)N1[C@@H](C[C@H](C1)O[Si](C)(C)C(C)(C)C)C(CC(=O)OC)=O ((2S,4R)-N-tert-butoxycarbonyl-4-tert-butyldimethylsiloxy-2-(2-methoxycarbonyl-1-oxoethyl)pyrrolidine), Cl (hydrogen chloride). Run in O1CCOCC1 (dioxane). Run at time 2 hour. Yields the product Cl.O[C@@H]1C[C@H](NC1)C(CC(=O)OC)=O ((2S,4R)-4-hydroxy-2-(2-methoxycarbonyl-1-oxoethyl)pyrrolidine monohydrochloride). As a reaction SMILES: C(OC([N:8]1[CH2:12][C@H:11]([O:13][Si](C(C)(C)C)(C)C)[CH2:10][C@H:9]1[C:21](=[O:27])[CH2:22][C:23]([O:25][CH3:26])=[O:24])=O)(C)(C)C.[ClH:28]>O1CCOCC1>[ClH:28].[OH:13][C@H:11]1[CH2:12][NH:8][C@H:9]([C:21](=[O:27])[CH2:22][C:23]([O:25][CH3:26])=[O:24])[CH2:10]1 |f:3.4|. Procedure: To (2S,4R)-N-tert-butoxycarbonyl-4-tert-butyldimethylsiloxy-2-(2-methoxycarbonyl-1-oxoethyl)pyrrolidine (3.17 g, 7.9 mmol) was added a 3N hydrogen chloride--dioxane solution (30 ml). The mixture was stirred at room temperature for 2 h, and then concentrated in vacuo. Chloroform (20 ml) and methanol (20 ml) were added thereto, and the solvent was removed in vacuo. This operation was repeated twice, followed by being left overnight to obtain crude (2S,4R)-4-hydroxy-2-(2-methoxycarbonyl-1-oxoethyl)...